This data is from the Open Reaction Database (ORD), a public repository of structured organic reaction records. The task is: describe an organic reaction: reactants, conditions, products, and yield The reactants are O=S(=O)(O)CCOCc1ccccc1, CN(C)C=O, O=S(Cl)Cl. Product: O=S(=O)(Cl)CCOCc1ccccc1. Reaction SMILES: [CH2:1]([c:2]1[cH:3][cH:4][cH:5][cH:6][cH:7]1)[O:8][CH2:9][CH2:10][S:11](=[O:12])(=[O:13])[OH:14].[CH3:19][N:20]([CH3:21])[CH:22]=[O:23].[S:15]([Cl:16])([Cl:17])=[O:18]>>[CH2:1]([c:2]1[cH:3][cH:4][cH:5][cH:6][cH:7]1)[O:8][CH2:9][CH2:10][S:11](=[O:12])(=[O:14])[Cl:17]. The product is title compound, CCOC(=O)C.CO.N (EtOAc CH3OH NH3). Yield: 66.0%. Solvent: C(C)(=O)[O-].[Na+] (sodium acetate), Cl (HCl), CC(=O)C (acetone). Procedure details: In more detail, to provide N1-[4-(5-Azobenzotriazoyl)phenyl]-ethane-1,2-diamine (=Compound 1), 5-Aminobenzotriazole (0.854 g, 1.1 eq, 6.37 mmol) was dissolved in HCl (5ml, 50% v/v) and diazotised by dropwise addition of sodium nitrite (0.484 g, 1.2 eq, in 5 ml H2O) at 0° C. An excess of sodium nitrite was detected using starch iodide paper. A dark blue colour indicated excess nitrous acid which inferred the formation of the diazonium salt. Separately N-(1-Naphthyl) ethylenediamine dihydrochlorid... Reaction SMILES: [N:1]([O-])=O.[Na+].N(O)=[O:6].Cl.Cl.[C:10]1(N[CH2:21][CH2:22]N)C2C(=CC=CC=2)C=CC=1.N[C:25]1[C:33]2N=NNC=2C=CC=1.[OH-:34].[Na+]>Cl.C([O-])(=O)C.[Na+].CC(C)=O>[CH3:33][CH2:25][O:34][C:21]([CH3:22])=[O:6].[CH3:10][OH:34].[NH3:1] |f:0.1,3.4.5,7.8,10.11,13.14.15|. Run at time 1 hour. Starting materials: Cl.Cl.C1(=CC=CC2=CC=CC=C12)NCCN (N-(1-Naphthyl) ethylenediamine dihydrochloride), N(=O)O (nitrous acid), starch iodide, NC1=CC=CC=2NN=NC21 (aminobenzotriazole), [OH-].[Na+] (sodium hydroxide), N(=O)[O-].[Na+] (sodium nitrite), N(=O)[O-].[Na+] (sodium nitrite), diazonium salt. The reactants are CC(=O)C1=CC(=C(C=C1)O)[N+](=O)[O-] (4-hydroxy-3-nitroacetophenone), BrBr (bromine). Solvent: C(Cl)(Cl)Cl (chloroform), C(Cl)(Cl)Cl (chloroform). Run at time 15 minute. Product: C1=CC(=C(C=C1C(=O)CBr)[N+](=O)[O-])O (α-bromo-4-hydroxy-3-nitroacetophenone). RXN SMILES: [CH3:1][C:2]([C:4]1[CH:9]=[CH:8][C:7]([OH:10])=[C:6]([N+:11]([O-:13])=[O:12])[CH:5]=1)=[O:3].[Br:14]Br>C(Cl)(Cl)Cl>[CH:9]1[C:4]([C:2]([CH2:1][Br:14])=[O:3])=[CH:5][C:6]([N+:11]([O-:13])=[O:12])=[C:7]([OH:10])[CH:8]=1. Procedure details: In 50 ml. of chloroform was dissolved 5.4 g. of 4-hydroxy-3-nitroacetophenone and then 5 ml. of chloroform solution of 4.8 g. of bromine was added dropwise to the solution gradually. Thereafter, the mixture was stirred for 15 minutes and concentrated under a reduced pressure to form yellow crystals. By recrystallizing the product from benzene-n-hexane, 6.3 g. of the crystals of α-bromo-4-hydroxy-3-nitroacetophenone melting at 69°-71° C. were obtained. Reactants: C(C)OC(CC1=C(NC2=CC=C(C=C12)F)CCN)=O (2-aminoethyl-5-fluoro-indole-3-acetic acid ethyl ester), ( d ), C(C1=CC=CC=C1)(=O)Cl (benzoyl chloride), 21, [OH-].[Na+] (sodium hydroxide). Run in C(Cl)Cl (methylene chloride). The product is C(C)OC(CC1=C(NC2=CC=C(C=C12)F)CCNC(C1=CC=CC=C1)=O)=O (2-[(benzoyl-amino)-ethyl]-5-fluoro-indole-3-acetic acid ethyl ester). Reaction SMILES: [CH2:1]([O:3][C:4](=[O:19])[CH2:5][C:6]1[C:14]2[C:9](=[CH:10][CH:11]=[C:12]([F:15])[CH:13]=2)[NH:8][C:7]=1[CH2:16][CH2:17][NH2:18])[CH3:2].[OH-].[Na+].[C:22](Cl)(=[O:29])[C:23]1[CH:28]=[CH:27][CH:26]=[CH:25][CH:24]=1>C(Cl)Cl>[CH2:1]([O:3][C:4](=[O:19])[CH2:5][C:6]1[C:14]2[C:9](=[CH:10][CH:11]=[C:12]([F:15])[CH:13]=2)[NH:8][C:7]=1[CH2:16][CH2:17][NH:18][C:22](=[O:29])[C:23]1[CH:28]=[CH:27][CH:26]=[CH:25][CH:24]=1)[CH3:2] |f:1.2|. Procedure: 61.7 g (0.223 mol) of the 2-aminoethyl-5-fluoro-indole-3-acetic acid ethyl ester produced in (d) are dissolved in 600 ml of methylene chloride and the solution is covered with a layer of 150 ml of 2 N sodium hydroxide solution. A solution of 43 g (0.245 mol) of benzoyl chloride is added, at 0°-5°, in the course of 21/2 hours, while stirring vigorously, and extraction by stirring is then carried out for a further hour. The methylene chloride phase is then separated off, washed with water, dried o... Starting materials: BrC=1C=C2C(=CC(NC2=CC1)=O)O (6-bromo-4-hydroxyquinolin-2(1H)-one), ClC1=C(C(=NC2=CC=C(C=C12)C(O)C1=CN=C(N1C)C)OC)CC=1C=NC(=CC1)C(F)(F)F ((4-Chloro-2-methoxy-3-((6-(trifluoromethyl)pyridin-3-yl)methyl)quinolin-6-yl)(1,2-dimethyl-1H-imidazol-5-yl)methanol), N1=CN=CC(=C1)C=O (pyrimidine-5-carbaldehyde), CC=1NC(=C(CC1C(=O)OCC)C(=O)OCC)C (diethyl 2,6-dimethyl-1,4-dihydropyridine-3,5-dicarboxylate). Solvent: N1=CC=CC=C1 (pyridine), C(C)O (ethanol). Run at temperature 100 celsius, time 5 hour. Yields the product BrC=1C=C2C(=C(C(NC2=CC1)=O)CC=1C=NC=NC1)O (6-Bromo-4-hydroxy-3-(pyrimidin-5-ylmethyl)quinolin-2(1H)-one). RXN SMILES: [Br:1][C:2]1[CH:3]=[C:4]2[C:9](=[CH:10][CH:11]=1)[NH:8][C:7](=[O:12])[CH:6]=[C:5]2[OH:13].ClC1C2C(=CC=C([CH:25]([C:27]3[N:31]([CH3:32])[C:30](C)=[N:29][CH:28]=3)O)C=2)N=C(OC)C=1CC1C=NC(C(F)(F)F)=CC=1.N1C=C(C=O)C=NC=1.CC1NC(C)=C(C(OCC)=O)CC=1C(OCC)=O>N1C=CC=CC=1.C(O)C>[Br:1][C:2]1[CH:3]=[C:4]2[C:9](=[CH:10][CH:11]=1)[NH:8][C:7](=[O:12])[C:6]([CH2:25][C:27]1[CH:28]=[N:29][CH:30]=[N:31][CH:32]=1)=[C:5]2[OH:13]. Procedure details: To a dark solution of 6-bromo-4-hydroxyquinolin-2(1H)-one (3.92 g, 16.31 mmol, Intermediate 45: step a) and pyrimidine-5-carbaldehyde (1.94 g, 17.95 mmol) in pyridine (29 mL) was added diethyl 2,6-dimethyl-1,4-dihydropyridine-3,5-dicarboxylate (4.13 g, 16.31 mol). The resulting mixture was warmed with stirring in a 100° C. oil bath for a period of 5 hours. After cooling to room temperature, the mixture was diluted with ethanol. The tan precipitate was isolated by filtration, rinsing further with... Starting materials: ClC1=NC2=CC=CC=C2N=C1NN (2-Chloro-3-hydrazinoquinoxaline), product, C(CC)(OCC)(OCC)OCC (triethyl orthopropionate). Product: ClC=1C=2N(C3=CC=CC=C3N1)C(=NN2)CC (4-chloro-1-ethyl-[1,2,4]triazolo[4,3-a]quinoxaline). Yield: 85.0%. RXN SMILES: [Cl:1][C:2]1[C:11]([NH:12][NH2:13])=[N:10][C:9]2[C:4](=[CH:5][CH:6]=[CH:7][CH:8]=2)[N:3]=1.[C:14](OCC)(OCC)(OCC)[CH2:15][CH3:16]>>[Cl:1][C:2]1[C:11]2[N:10]([C:14]([CH2:15][CH3:16])=[N:13][N:12]=2)[C:9]2[C:4]([N:3]=1)=[CH:5][CH:6]=[CH:7][CH:8]=2. Procedure details: 2-Chloro-3-hydrazinoquinoxaline (4.5 g., 0.023 mole) the product of Example 1, was stirred with triethyl orthopropionate (50 ml.) at 100° C. for one hour. The mixture was cooled to room temperature and the white precipitate was collected by filtration and washed with cyclohexane to give 4.5 g. (85% yield) of 4-chloro-1-ethyl-[1,2,4]triazolo[4,3-a]quinoxaline, m.p. 158°-160° C. Mass spectrum: m/e, 232 (P). The reactants are BrC=1C=C2C=NN(C2=C(C1)CBr)COCC[Si](C)(C)C (5-Bromo-7-(bromomethyl)-1-((2-(trimethylsilyl)ethoxy)methyl)-1H-indazole), BrC1=CC2=CN(N=C2C(=C1)CBr)COCC[Si](C)(C)C (5-Bromo-7-(bromomethyl)-2-((2-(trimethylsilyl)ethoxy)methyl)-2H-indazole). Yields the product BrC1=CC2=CN(N=C2C(=C1)C)COCC[Si](C)(C)C (5-Bromo-7-methyl-2-((2-(trimethylsilyl)ethoxy)methyl)-2H-indazole). As a reaction SMILES: BrC1C=C2C(=C(CBr)C=1)N(COCC[Si](C)(C)C)N=C2.[Br:21][C:22]1[CH:30]=[C:29]([CH2:31]Br)[C:28]2[C:24](=[CH:25][N:26]([CH2:33][O:34][CH2:35][CH2:36][Si:37]([CH3:40])([CH3:39])[CH3:38])[N:27]=2)[CH:23]=1>>[Br:21][C:22]1[CH:30]=[C:29]([CH3:31])[C:28]2[C:24](=[CH:25][N:26]([CH2:33][O:34][CH2:35][CH2:36][Si:37]([CH3:38])([CH3:40])[CH3:39])[N:27]=2)[CH:23]=1. Reported procedure: 5-Bromo-7-(bromomethyl)-1-((2-(trimethylsilyl)ethoxy)methyl)-1H-indazole and 5-Bromo-7-(bromomethyl)-2-((2-(trimethylsilyl)ethoxy)methyl)-2H-indazole. A flask was charged with 5-bromo-7-methyl-2-((2-(trimethylsilyl)ethoxy)methyl)-2H-indazole (2.0 g, 5.86 mmol), N-bromosuccinimide (1.04 g, 5.86 mmol), benzoic peroxyanhydride (0.043 g, 0.18 mmol), and carbon tetrachloride (12 mL). The reaction was heated at reflux overnight. The reaction was concentrated. The resulting residue was suspended in die... The reagents and catalysts are C1=CC=C(C=C1)P([C-]2C=CC=C2)C3=CC=CC=C3.C1=CC=C(C=C1)P([C-]2C=CC=C2)C3=CC=CC=C3.Cl[Pd]Cl.[Fe+2] (PdCl2(dppf)). The reactants are BrC=1C(=NC=CC1)OC1=CC=C(C=C1)NC=1SC2=C(N1)C=CC=C2 (N-(4-(3-bromopyridin-2-yloxy)phenyl)benzo[d]thiazol-2-amine), C(C)(C)(C)OC(=O)N1CCC(=CC1)B(O)O (1-(tert-butoxycarbonyl)-1,2,3,6-tetrahydropyridin-4-ylboronic acid), C([O-])([O-])=O.[Na+].[Na+] (sodium carbonate). Procedure details: To a round-bottomed flask was added N-(4-(3-bromopyridin-2-yloxy)phenyl)benzo[d]thiazol-2-amine (0.5770 g, 1.449 mmol), 1-(tert-butoxycarbonyl)-1,2,3,6-tetrahydropyridin-4-ylboronic acid (0.987 g, 4.35 mmol), PdCl2(dppf) (0.080 g, 0.145 mmol), and sodium carbonate (0.768 g, 7.24 mmol) in DME (3.62 mL) and Water (1.207 mL) at 80° C. to stir overnight. Reaction allowed to cool to room temperature. Solvent was removed. The crude product was adsorbed onto a plug of silica gel and chromatographed thr... Run at time 8 hour. Solvent: COCCOC (DME), O (Water). Yields the product S1C(=NC2=C1C=CC=C2)NC2=CC=C(OC1=NC=CC=C1C1=CCN(CC1)C(=O)OC(C)(C)C)C=C2 (tert-butyl 4-(2-(4-(benzo[d]thiazol-2-ylamino)phenoxy)pyridin-3-yl)-5,6-dihydropyridine-1(2H)-carboxylate). As a reaction SMILES: Br[C:2]1[C:3]([O:8][C:9]2[CH:14]=[CH:13][C:12]([NH:15][C:16]3[S:17][C:18]4[CH:24]=[CH:23][CH:22]=[CH:21][C:19]=4[N:20]=3)=[CH:11][CH:10]=2)=[N:4][CH:5]=[CH:6][CH:7]=1.[C:25]([O:29][C:30]([N:32]1[CH2:37][CH:36]=[C:35](B(O)O)[CH2:34][CH2:33]1)=[O:31])([CH3:28])([CH3:27])[CH3:26].C(=O)([O-])[O-].[Na+].[Na+]>COCCOC.O.C1C=CC(P(C2C=CC=CC=2)[C-]2C=CC=C2)=CC=1.C1C=CC(P(C2C=CC=CC=2)[C-]2C=CC=C2)=CC=1.Cl[Pd]Cl.[Fe+2]>[S:17]1[C:18]2[CH:24]=[CH:23][CH:22]=[CH:21][C:19]=2[N:20]=[C:16]1[NH:15][C:12]1[CH:13]=[CH:14][C:9]([O:8][C:3]2[C:2]([C:35]3[CH2:36][CH2:37][N:32]([C:30]([O:29][C:25]([CH3:28])([CH3:27])[CH3:26])=[O:31])[CH2:33][CH:34]=3)=[CH:7][CH:6]=[CH:5][N:4]=2)=[CH:10][CH:11]=1 |f:2.3.4,7.8.9.10|.